Dataset: the Open Reaction Database (ORD), a public repository of structured organic reaction records. Task: describe an organic reaction: reactants, conditions, products, and yield Starting materials: Cc1ccc(Nc2cnc(-c3ccccc3)c(F)c2)c(C(=O)OC(C)(C)C)c1, O=C(O)C(F)(F)F. Yields the product Cc1ccc(Nc2cnc(-c3ccccc3)c(F)c2)c(C(=O)O)c1. RXN SMILES: [F:1][c:2]1[cH:3][c:4]([NH:14][c:15]2[c:16]([C:17](=[O:18])[O:19][C:20]([CH3:21])([CH3:22])[CH3:23])[cH:24][c:25]([CH3:28])[cH:26][cH:27]2)[cH:5][n:6][c:7]1-[c:8]1[cH:9][cH:10][cH:11][cH:12][cH:13]1.[F:29][C:30]([F:31])([F:32])[C:33]([OH:34])=[O:35]>>[F:1][c:2]1[cH:3][c:4]([NH:14][c:15]2[c:16]([C:17](=[O:18])[OH:19])[cH:24][c:25]([CH3:28])[cH:26][cH:27]2)[cH:5][n:6][c:7]1-[c:8]1[cH:9][cH:10][cH:11][cH:12][cH:13]1. The reactants are C#CC1CN(C(=O)OCc2cccnc2)C1, C=CC[Pd]Cl, CCOC(C)=O, CC#N, CC(C)NC(C)C, [Cu]I, COc1cc(-c2cnn(C)c2)cn2ncc(I)c12, c1coc(P(c2ccco2)c2ccco2)c1. The product is COc1cc(-c2cnn(C)c2)cn2ncc(C#CC3CN(C(=O)OCc4cccnc4)C3)c12. Reaction SMILES: [C:1](#[CH:2])[CH:3]1[CH2:4][N:5]([C:7](=[O:8])[O:9][CH2:10][c:11]2[cH:12][n:13][cH:14][cH:15][cH:16]2)[CH2:6]1.[CH2:64]([Pd:65][Cl:66])[CH:67]=[CH2:68].[CH3:58][CH2:59][O:60][C:61](=[O:62])[CH3:63].[CH3:71][C:72]#[N:73].[CH:51]([NH:52][CH:53]([CH3:54])[CH3:55])([CH3:56])[CH3:57].[Cu:69][I:70].[I:17][c:18]1[cH:19][n:20][n:21]2[c:22]1[c:23]([O:33][CH3:34])[cH:24][c:25](-[c:27]1[cH:28][n:29][n:30]([CH3:32])[cH:31]1)[cH:26]2.[o:35]1[cH:36][cH:37][cH:38][c:39]1[P:40]([c:41]1[o:42][cH:43][cH:44][cH:45]1)[c:46]1[o:47][cH:48][cH:49][cH:50]1>>[C:1](#[C:2][c:18]1[cH:19][n:20][n:21]2[c:22]1[c:23]([O:33][CH3:34])[cH:24][c:25](-[c:27]1[cH:28][n:29][n:30]([CH3:32])[cH:31]1)[cH:26]2)[CH:3]1[CH2:4][N:5]([C:7](=[O:8])[O:9][CH2:10][c:11]2[cH:12][n:13][cH:14][cH:15][cH:16]2)[CH2:6]1. Reactants: C(C)(=O)NC(C(=O)OCC)C(CCC1=CC(=CC=C1)CC)=O (2-Acetylamino-5-(3-ethylphenyl)-3-oxo-pentanoic acid, ethyl ester). Run in S(=O)(Cl)Cl (Thionyl chloride). Run at time 1 hour. Yields the product C(C)C=1C=C(C=CC1)CCC1=C(N=C(O1)C)C(=O)OCC (5-[2-(3-Ethylphenyl)ethyl]-2-methyloxazole-4-carboxylic acid, ethyl ester). RXN SMILES: [C:1]([NH:4][CH:5]([C:11](=[O:22])[CH2:12][CH2:13][C:14]1[CH:19]=[CH:18][CH:17]=[C:16]([CH2:20][CH3:21])[CH:15]=1)[C:6]([O:8][CH2:9][CH3:10])=[O:7])(=O)[CH3:2]>S(Cl)(Cl)=O>[CH2:20]([C:16]1[CH:15]=[C:14]([CH2:13][CH2:12][C:11]2[O:22][C:1]([CH3:2])=[N:4][C:5]=2[C:6]([O:8][CH2:9][CH3:10])=[O:7])[CH:19]=[CH:18][CH:17]=1)[CH3:21]. Procedure: Thionyl chloride (80 ml) was added to the product from step (v) (21.0 g) at 0° C. The mixture was stirred at room temperature for 1 hour and heated at reflux for 1 hour. The residue after evaporation was dissolved in ethyl acetate and washed with saturated sodium bicarbonate solution. The organic phase was dried (MgSO4) and evaporated. The reactants are solution, CCCC(C)C1CCCC=2N1C(ON2)=O (5,6,7,8-tetrahydro-5-(4-pentyl)-3H-[1,2,4]oxadiazolo[4,3-a]pyridin-3-one), NaIO4, CCOC(=O)C (EtOAc). Solvent: C(CCC)O (n-butanol), O1CCOCC1 (dioxane), O (H2O). Product: O=C1ON=C2N1C(CCC2)CCCC=O (5,6,7,8-tetrahydro-3-oxo-3H-[1,2,4]oxadiazolo[4,3-a]pyridine-5-butanal). RXN SMILES: [CH3:1][CH2:2][CH2:3][CH:4]([CH:6]1[N:11]2[C:12](=[O:15])[O:13][N:14]=[C:10]2[CH2:9][CH2:8][CH2:7]1)C.CC[O:18]C(C)=O>O1CCOCC1.O.C(O)CCC>[O:15]=[C:12]1[N:11]2[CH:6]([CH2:4][CH2:3][CH2:2][CH:1]=[O:18])[CH2:7][CH2:8][CH2:9][C:10]2=[N:14][O:13]1. Procedure: Ex-28) The product of Example 27 (0.42 g; 2 mmol) and NaIO4 (0.86 g; 4 mmol) were dissolved in a mixture of 12 mL of dioxane and 8 mL of H2O. Two drops of a 2% solution of OSO4 in n-butanol was added to the mixture. The reaction mixture was stirred until tlc (100% EtOAc) indicated that the starting material was consumed. A precipitate had formed and was filtered. This solid was washed with dioxane. The filtrate was concentrated and the residue was partitioned between H2O/CH2Cl2. The organic laye... Reactants: O (water), [H-].[Na+] (sodium hydride), ClC1=C(C(=CC(=C1)C(F)(F)F)Cl)N1N=C(N=C1)S (1-(2,6-dichloro-4-trifluoromethylphenyl)-3-mercapto-1,2,4-triazole), FC(=C(F)F)F (tetrafluoroethylene). The solvent is CN(C=O)C (N,N-dimethylformamide). Reaction conditions: time 15 minute. Product: ClC1=C(C(=CC(=C1)C(F)(F)F)Cl)N1N=C(N=C1)C(C(F)F)(F)F (1-(2,6-dichloro-4-trifluoromethylphenyl)-3-(1,1,2,2-tetrafluoroethyl)-1,2,4-triazole). Reaction SMILES: [H-].[Na+].[Cl:3][C:4]1[CH:9]=[C:8]([C:10]([F:13])([F:12])[F:11])[CH:7]=[C:6]([Cl:14])[C:5]=1[N:15]1[CH:19]=[N:18][C:17](S)=[N:16]1.[F:21][C:22]([F:26])=[C:23]([F:25])[F:24].O>CN(C)C=O>[Cl:3][C:4]1[CH:9]=[C:8]([C:10]([F:13])([F:12])[F:11])[CH:7]=[C:6]([Cl:14])[C:5]=1[N:15]1[CH:19]=[N:18][C:17]([C:23]([F:25])([F:24])[CH:22]([F:26])[F:21])=[N:16]1 |f:0.1|. Procedure details: Sixty percent oily sodium hydride (40 mg, 1 mmol) was added to a solution of 1-(2,6-dichloro-4-trifluoromethylphenyl)-3-mercapto-1,2,4-triazole 0.31 g, 1 mmol) in N,N-dimethylformamide (10 ml) at room temperature in a nitrogen atmosphere. After stirring at room temperature for 15 minutes, the atmosphere in the reaction vessel (20 ml volume) was replaced with tetrafluoroethylene gas, and the mixture was heated at 80° C. for 1 hour. The mixture was poured into water and extracted with ethyl acetat... Starting materials: CNC, Cc1ccccc1N1CN(CCO)C(=O)C12CCN(C(=O)c1cc(C(F)(F)F)cc(C(F)(F)F)c1)CC2. Yields the product Cc1ccccc1N1CN(CCN(C)C)C(=O)C12CCN(C(=O)c1cc(C(F)(F)F)cc(C(F)(F)F)c1)CC2. RXN SMILES: [CH3:38][NH:39][CH3:40].[F:1][C:2]([c:3]1[cH:4][c:5]([C:6](=[O:7])[N:8]2[CH2:9][CH2:10][C:11]3([C:12](=[O:26])[N:13]([CH2:23][CH2:24][OH:25])[CH2:14][N:15]3[c:16]3[c:17]([CH3:22])[cH:18][cH:19][cH:20][cH:21]3)[CH2:27][CH2:28]2)[cH:29][c:30]([C:32]([F:33])([F:34])[F:35])[cH:31]1)([F:36])[F:37]>>[F:1][C:2]([c:3]1[cH:4][c:5]([C:6](=[O:7])[N:8]2[CH2:9][CH2:10][C:11]3([C:12](=[O:26])[N:13]([CH2:23][CH2:24][N:39]([CH3:38])[CH3:40])[CH2:14][N:15]3[c:16]3[c:17]([CH3:22])[cH:18][cH:19][cH:20][cH:21]3)[CH2:27][CH2:28]2)[cH:29][c:30]([C:32]([F:33])([F:34])[F:35])[cH:31]1)([F:36])[F:37]. Starting materials: COC1=CC=C(OC2=C(N3C(CC3S2)=O)C(=O)OCC2=CC=C(C=C2)[N+](=O)[O-])C=C1 (4-nitrobenzyl 3-(4-methoxyphenoxy)-7-oxo-4-thia-1-azabicyclo[3,2,0]hept-2-ene-2-carboxylate), C([O-])(O)=O.[Na+] (sodium bicarbonate). The reagents and catalysts are [Pd] (palladium/charcoal). The solvent is O1CCOCC1 (dioxan), O (water). Product: COC1=CC=C(OC2=C(N3C(CC3S2)=O)C(=O)[O-])C=C1.[Na+] (Sodium 3-(4-methoxyphenoxy)-7-oxo-4-thia-1-azabicyclo[3.2.0]hept-2-ene-2-carboxylate). Reaction SMILES: [CH3:1][O:2][C:3]1[CH:30]=[CH:29][C:6]([O:7][C:8]2[S:14][CH:13]3[N:10]([C:11](=[O:15])[CH2:12]3)[C:9]=2[C:16]([O:18]CC2C=CC([N+]([O-])=O)=CC=2)=[O:17])=[CH:5][CH:4]=1.C(=O)(O)[O-].[Na+:35]>O1CCOCC1.O.[Pd]>[CH3:1][O:2][C:3]1[CH:4]=[CH:5][C:6]([O:7][C:8]2[S:14][CH:13]3[N:10]([C:11](=[O:15])[CH2:12]3)[C:9]=2[C:16]([O-:18])=[O:17])=[CH:29][CH:30]=1.[Na+:35] |f:1.2,6.7|. Reported procedure: A mixture of a solution of 60 mg of 4-nitrobenzyl 3-(4-methoxyphenoxy)-7-oxo-4-thia-1-azabicyclo[3,2,0]hept-2-ene-2-carboxylate in dioxan and 15 mg of sodium bicarbonate in water, and 10% palladium/charcoal was hydrogenated at 50 psi at 25° for 60 minutes. Starting materials: OC1(CC=NC2=CC=C(N=C12)OC)C=O (4-hydroxy-6-methoxy-[1,5]naphthyridine-4-carbaldehyde), C(C)(C)(C)OC(NC1CCC(CC1)CC=O)=O ([4-(2-oxo-ethyl)-cyclohexyl]-carbamic acid tert-butyl ester), O=C1COC2=C(N1)C=C(C=C2)C(=O)O (3-oxo-3,4-dihydro-2H-benzo[1,4]oxazine-6-carboxylic acid). The product is COC=1N=C2C=3CC(COC3C=NC2=CC1)C1CCC(CC1)NC(=O)C=1C=CC2=C(NC(CO2)=O)C1 (3-oxo-3,4-dihydro-2H-benzo[1,4]oxazine-6-carboxylic acid [4-(6-methoxy-3,4-dihydro-2H-1-oxa-5,9-diaza-phenanthren-3-yl)-cyclohexyl]-amide). Reaction SMILES: O[C:2]1([CH:14]=O)[C:11]2[C:6](=[CH:7][CH:8]=[C:9]([O:12][CH3:13])[N:10]=2)[N:5]=[CH:4][CH2:3]1.C(O[C:21](=[O:32])[NH:22][CH:23]1[CH2:28][CH2:27][CH:26]([CH2:29][CH:30]=[O:31])[CH2:25][CH2:24]1)(C)(C)C.[O:33]=[C:34]1[NH:39][C:38]2[CH:40]=[C:41](C(O)=O)[CH:42]=[CH:43][C:37]=2[O:36][CH2:35]1>>[CH3:13][O:12][C:9]1[N:10]=[C:11]2[C:6](=[CH:7][CH:8]=1)[N:5]=[CH:4][C:3]1[O:31][CH2:30][CH:29]([CH:26]3[CH2:25][CH2:24][CH:23]([NH:22][C:21]([C:41]4[CH:42]=[CH:43][C:37]5[O:36][CH2:35][C:34](=[O:33])[NH:39][C:38]=5[CH:40]=4)=[O:32])[CH2:28][CH2:27]3)[CH2:14][C:2]2=1. Procedure: The titled compound is prepared as a white lyophilizated powder following Scheme 6 and in analogy to Example 15 using 4-hydroxy-6-methoxy-[1,5]naphthyridine-4-carbaldehyde, [4-(2-oxo-ethyl)-cyclohexyl]-carbamic acid tert-butyl ester and 3-oxo-3,4-dihydro-2H-benzo[1,4]oxazine-6-carboxylic acid as starting materials.